Dataset: the Open Reaction Database (ORD), a public repository of structured organic reaction records. Task: describe an organic reaction: reactants, conditions, products, and yield The reactants are CO, O=Cc1cccc(OC=C(Cl)Cl)c1, [Na+], [Na+], O, O=S([O-])S(=O)(=O)[O-]. Product: O=Cc1cccc(OC=C(Cl)Cl)c1, O=S([O-])O. As a reaction SMILES: [CH3:24][OH:25].[Cl:10][C:11](=[CH:12][O:13][c:14]1[cH:15][c:16]([CH:17]=[O:18])[cH:19][cH:20][cH:21]1)[Cl:22].[Na+:8].[Na+:9].[OH2:23].[S:1](=[O:2])(=[O:3])([O-:4])[S:5]([O-:6])=[O:7]>>[Cl:10][C:11](=[CH:12][O:13][c:14]1[cH:15][c:16]([CH:17]=[O:18])[cH:19][cH:20][cH:21]1)[Cl:22].[S:1](=[O:2])([O-:3])[OH:4]. Starting materials: C(=O)([O-])[O-].[Na+].[Na+] (Na2CO3), O (H2O), C(C)(C)(C)OC(N(C=1N=CSC1)S(=O)(=O)C1=C(C=C(C(=C1)Cl)OC=1C=NC(=CC1C=1C=NC=NC1)Cl)F)=O (tert-butyl((5-chloro-4-((6-chloro-4-(pyrimidin-5-yl)pyridin-3-yl)oxy)-2-fluorophenyl)sulfonyl)(thiazol-4-yl)carbamate), FC=1C=C(C=CC1)B(O)O ((3-fluorophenyl)boronic acid). Reagents/catalysts: C=1C=CC(=CC1)[P](C=2C=CC=CC2)(C=3C=CC=CC3)[Pd]([P](C=4C=CC=CC4)(C=5C=CC=CC5)C=6C=CC=CC6)([P](C=7C=CC=CC7)(C=8C=CC=CC8)C=9C=CC=CC9)[P](C=1C=CC=CC1)(C=1C=CC=CC1)C=1C=CC=CC1 (Pd(PPh3)4). Run in CN(C=O)C (N,N-dimethylformamide). Run at time 10 minute. Yields the product ClC=1C(=CC(=C(C1)S(=O)(=O)NC=1N=CSC1)F)OC=1C=NC(=CC1C=1C=NC=NC1)C1=CC(=CC=C1)F (5-chloro-2-fluoro-4-((6-(3-fluorophenyl)-4-(pyrimidin-5-yl)pyridin-3-yl)oxy)-N-(thiazol-4-yl)benzenesulfonamide). Isolated yield 29.9%. Reaction SMILES: C(OC(=O)[N:7]([S:13]([C:16]1[CH:21]=[C:20]([Cl:22])[C:19]([O:23][C:24]2[CH:25]=[N:26][C:27](Cl)=[CH:28][C:29]=2[C:30]2[CH:31]=[N:32][CH:33]=[N:34][CH:35]=2)=[CH:18][C:17]=1[F:37])(=[O:15])=[O:14])[C:8]1[N:9]=[CH:10][S:11][CH:12]=1)(C)(C)C.[F:39][C:40]1[CH:41]=[C:42](B(O)O)[CH:43]=[CH:44][CH:45]=1.C([O-])([O-])=O.[Na+].[Na+].O>CN(C)C=O.C1C=CC([P]([Pd]([P](C2C=CC=CC=2)(C2C=CC=CC=2)C2C=CC=CC=2)([P](C2C=CC=CC=2)(C2C=CC=CC=2)C2C=CC=CC=2)[P](C2C=CC=CC=2)(C2C=CC=CC=2)C2C=CC=CC=2)(C2C=CC=CC=2)C2C=CC=CC=2)=CC=1>[Cl:22][C:20]1[C:19]([O:23][C:24]2[CH:25]=[N:26][C:27]([C:44]3[CH:43]=[CH:42][CH:41]=[C:40]([F:39])[CH:45]=3)=[CH:28][C:29]=2[C:30]2[CH:31]=[N:32][CH:33]=[N:34][CH:35]=2)=[CH:18][C:17]([F:37])=[C:16]([S:13]([NH:7][C:8]2[N:9]=[CH:10][S:11][CH:12]=2)(=[O:15])=[O:14])[CH:21]=1 |f:2.3.4,^1:64,66,85,104|. Procedure: 20 mg (0.03 mmol) of tert-butyl((5-chloro-4-((6-chloro-4-(pyrimidin-5-yl)pyridin-3-yl)oxy)-2-fluorophenyl)sulfonyl)(thiazol-4-yl)carbamate was dissolved in 3 mL of N,N-dimethylformamide, and 7 mg (0.05 mmol) of (3-fluorophenyl)boronic acid was added thereto, and then 3.8 mg (10 mol %) of Pd(PPh3)4, 10.6 mg (0.10 mmol) of Na2CO3, and 1 mL of H2O were added thereto. After reacting with microwave reactor at 120° C. for 10 minutes, the solvent was removed, and the remaining material was diluted with... Reactants: NaIO4, C(C1=CC=CC=C1)OC[C@@]1(C[C@@H]([C@@H](CO[Si](C2=CC=CC=C2)(C2=CC=CC=C2)C(C)(C)C)O1)CC=C)N1C(=O)NC(=O)C(C)=C1 (Benzyloxymethyl-3'-deoxy-3'-(allyl)-5'-O-tert-butyldiphenylsilylthymidine), C[N+]1(CCOCC1)[O-] (4-methylmorpholine N-oxide). Reagents/catalysts: O=[Os](=O)(=O)=O (OsO4). Solvent: C(C)OCC (diethyl ether), O (water). Product: crude product, C(C1=CC=CC=C1)OC[C@@]1(C[C@@H]([C@@H](CO[Si](C2=CC=CC=C2)(C2=CC=CC=C2)C(C)(C)C)O1)CC=O)N1C(=O)NC(=O)C(C)=C1 (Benzyloxymethyl-3'-deoxy-3'-(C-formylmethyl)-5'-O-tert-butyldiphenylsilylthymidine). As a reaction SMILES: [CH2:1]([O:8][CH2:9][C@@:10]1([N:37]2[CH:45]=[C:43]([CH3:44])[C:41](=[O:42])[NH:40][C:38]2=[O:39])[O:33][C@H:13]([CH2:14][O:15][Si:16]([C:29]([CH3:32])([CH3:31])[CH3:30])([C:23]2[CH:28]=[CH:27][CH:26]=[CH:25][CH:24]=2)[C:17]2[CH:22]=[CH:21][CH:20]=[CH:19][CH:18]=2)[C@@H:12]([CH2:34][CH:35]=C)[CH2:11]1)[C:2]1[CH:7]=[CH:6][CH:5]=[CH:4][CH:3]=1.C[N+]1([O-])CC[O:50]CC1>C(OCC)C.O.O=[Os](=O)(=O)=O>[CH2:1]([O:8][CH2:9][C@@:10]1([N:37]2[CH:45]=[C:43]([CH3:44])[C:41](=[O:42])[NH:40][C:38]2=[O:39])[O:33][C@H:13]([CH2:14][O:15][Si:16]([C:29]([CH3:30])([CH3:32])[CH3:31])([C:23]2[CH:24]=[CH:25][CH:26]=[CH:27][CH:28]=2)[C:17]2[CH:18]=[CH:19][CH:20]=[CH:21][CH:22]=2)[C@@H:12]([CH2:34][CH:35]=[O:50])[CH2:11]1)[C:2]1[CH:3]=[CH:4][CH:5]=[CH:6][CH:7]=1. Procedure: A solution of 18 (1 mmol), OsO4 (0.1 mmol) and 4-methylmorpholine N-oxide (2 mmol) in diethyl ether and water are stirred overnight. A solution of NaIO4 is added and the solution further stirred. The aqueous layer is extracted with diethyl ether and the combined organic layer is evaporated under vacuum to yield the crude product, compound 55.